Dataset: the Open Reaction Database (ORD), a public repository of structured organic reaction records. Task: describe an organic reaction: reactants, conditions, products, and yield Starting materials: CN(C)C1(c2ccc(F)cc2)CCC(=CC(=O)N2CCC(c3c[nH]c4ccccc34)C2)CC1, CO. Yields the product CN(C)C1(c2ccc(F)cc2)CCC(CC(=O)N2CCC(c3c[nH]c4ccccc34)C2)CC1. As a reaction SMILES: [CH3:1][N:2]([C:3]1([c:26]2[cH:27][cH:28][c:29]([F:32])[cH:30][cH:31]2)[CH2:4][CH2:5][C:6](=[CH:9][C:10](=[O:11])[N:12]2[CH2:13][CH:14]([c:17]3[cH:18][nH:19][c:20]4[cH:21][cH:22][cH:23][cH:24][c:25]34)[CH2:15][CH2:16]2)[CH2:7][CH2:8]1)[CH3:33].[CH3:34][OH:35]>>[CH3:1][N:2]([C:3]1([c:26]2[cH:27][cH:28][c:29]([F:32])[cH:30][cH:31]2)[CH2:4][CH2:5][CH:6]([CH2:9][C:10](=[O:11])[N:12]2[CH2:13][CH:14]([c:17]3[cH:18][nH:19][c:20]4[cH:21][cH:22][cH:23][cH:24][c:25]34)[CH2:15][CH2:16]2)[CH2:7][CH2:8]1)[CH3:33].